This data is from the Open Reaction Database (ORD), a public repository of structured organic reaction records. The task is: describe an organic reaction: reactants, conditions, products, and yield Starting materials: FC=1C=C(C(=NC1)C)CO ((5-fluoro-2-methylpyridin-3-yl)methanol), C[N+]1(CCOCC1)[O-] (4-methylmorpholine N-oxide). Reagents/catalysts: [Ru](=O)(=O)(=O)[O-].C(CC)[N+](CCC)(CCC)CCC (tetrapropyl ammonium perruthenate). Solvent: ClCCl (dichloromethane). Conditions: time 30 minute. Product: FC=1C=NC(=C(C=O)C1)C (5-fluoro-2-methylnicotinaldehyde). Yield: 63.4%. As a reaction SMILES: [F:1][C:2]1[CH:3]=[C:4]([CH2:9][OH:10])[C:5]([CH3:8])=[N:6][CH:7]=1.C[N+]1([O-])CCOCC1>ClCCl.[Ru]([O-])(=O)(=O)=O.C([N+](CCC)(CCC)CCC)CC>[F:1][C:2]1[CH:7]=[N:6][C:5]([CH3:8])=[C:4]([CH:3]=1)[CH:9]=[O:10] |f:3.4|. Reported procedure: To a solution of 32 mg of (5-fluoro-2-methylpyridin-3-yl)methanol in 2 mL of dichloromethane, 80 mg of molecular sieves 3 A and 40 mg of 4-methylmorpholine N-oxide were added, and the mixture was stirred at room temperature for 30 minutes. Thereto was added 6.0 mg of tetrapropyl ammonium perruthenate, and the mixture was stirred at room temperature for 1 hour 30 minutes. The insoluble substance was filtered off, and the solvent was distilled off under reduced pressure. The resultant residue was ... Reactants: CN(C)C(=O)/N=N/C(=O)N(C)C (TMAD), C(C)(C)(C)OC(=O)N1CCN(CC1)C=1C(=NC=CN1)OCCO (2-[3-(4-tert-butoxycarbonyl-1-piperazinyl)-2-pyrazinyloxy]ethanol), OC1=C2N=CC=NC2=CC=C1 (5-hydroxyquinoxaline), C1=CC=C(C=C1)P(C2=CC=CC=C2)C3=CC=CC=C3 (PPh3), Cl (HCl). Run in C1CCOC1 (THF). Reaction conditions: temperature 65 celsius, time 2 hour. Yields the product Cl.N1(CCNCC1)C=1C(=NC=CN1)OCCOC1=C2N=CC=NC2=CC=C1 (5-(2-{[3-(1-Piperazinyl)-2-pyrazinyl]oxy}ethoxy)quinoxaline, Hydrochloride). The yield is 76.0%. Reaction SMILES: CN(C(/N=N/C(N(C)C)=O)=O)C.C(OC([N:20]1[CH2:25][CH2:24][N:23]([C:26]2[C:27]([O:32][CH2:33][CH2:34][OH:35])=[N:28][CH:29]=[CH:30][N:31]=2)[CH2:22][CH2:21]1)=O)(C)(C)C.O[C:37]1[CH:46]=[CH:45][CH:44]=[C:43]2[C:38]=1[N:39]=[CH:40][CH:41]=[N:42]2.C1C=CC(P(C2C=CC=CC=2)C2C=CC=CC=2)=CC=1.[ClH:66]>C1COCC1>[ClH:66].[N:23]1([C:26]2[C:27]([O:32][CH2:33][CH2:34][O:35][C:37]3[CH:46]=[CH:45][CH:44]=[C:43]4[C:38]=3[N:39]=[CH:40][CH:41]=[N:42]4)=[N:28][CH:29]=[CH:30][N:31]=2)[CH2:22][CH2:21][NH:20][CH2:25][CH2:24]1 |f:6.7|. Procedure details: TMAD (0.55 g, 3.20 mmol) was added to a stirred solution of 2-[3-(4-tert-butoxycarbonyl-1-piperazinyl)-2-pyrazinyloxy]ethanol (1.00 g, 3.08 mmol; prepared in Example 52, Step 2), 5-hydroxyquinoxaline* (0.45 g, 3.08 mmol) and PPh3 (0.85 g, 3.24 mmol) in THF (20 mL). The reaction was stirred at room temperature for 1.5 h and at 65° C. for 2 h. The reaction mixture was concentrated and the residue was purified by column chromatography on silica using toluene/EtOAc (1:1) as eluent. The resulting sol... Starting materials: O=C(OCc1ccccc1)c1ccc(O)cc1OCc1ccccc1, CCOC(C)=O, ClCCl, Cl, O=S(=O)(OS(=O)(=O)C(F)(F)F)C(F)(F)F, c1ccncc1. Yields the product O=C(OCc1ccccc1)c1ccc(OS(=O)(=O)C(F)(F)F)cc1OCc1ccccc1. As a reaction SMILES: [CH2:16]([c:17]1[cH:18][cH:19][cH:20][cH:21][cH:22]1)[O:23][c:24]1[c:25]([C:26](=[O:27])[O:28][CH2:29][c:30]2[cH:31][cH:32][cH:33][cH:34][cH:35]2)[cH:36][cH:37][c:38]([OH:40])[cH:39]1.[CH3:51][CH2:52][O:53][C:54](=[O:55])[CH3:56].[Cl:48][CH2:49][Cl:50].[ClH:47].[F:1][C:2]([F:3])([F:4])[S:5](=[O:6])(=[O:7])[O:8][S:9]([C:10]([F:11])([F:12])[F:13])(=[O:14])=[O:15].[cH:41]1[cH:42][cH:43][n:44][cH:45][cH:46]1>>[F:1][C:2]([F:3])([F:4])[S:5](=[O:6])(=[O:7])[O:8][c:38]1[cH:37][cH:36][c:25]([C:26](=[O:27])[O:28][CH2:29][c:30]2[cH:31][cH:32][cH:33][cH:34][cH:35]2)[c:24]([O:23][CH2:16][c:17]2[cH:18][cH:19][cH:20][cH:21][cH:22]2)[cH:39]1. Starting materials: O=c1c2cc(Br)ccc2oc2cc(F)c(F)cc12, [H-], [Na+], CN(C)C=O, O, OCC(F)(F)F. Yields the product O=c1c2cc(Br)ccc2oc2cc(OCC(F)(F)F)c(F)cc12. As a reaction SMILES: [Br:1][c:2]1[cH:3][cH:4][c:5]2[o:6][c:7]3[cH:8][c:9]([F:18])[c:10]([F:17])[cH:11][c:12]3[c:13](=[O:16])[c:14]2[cH:15]1.[H-:25].[Na+:26].[O:28]=[CH:29][N:30]([CH3:31])[CH3:32].[OH2:27].[OH:19][CH2:20][C:21]([F:22])([F:23])[F:24]>>[Br:1][c:2]1[cH:3][cH:4][c:5]2[o:6][c:7]3[cH:8][c:9]([O:19][CH2:20][C:21]([F:22])([F:23])[F:24])[c:10]([F:17])[cH:11][c:12]3[c:13](=[O:16])[c:14]2[cH:15]1. Starting materials: solution, fluorinated tetra-n-butyl ammonium fluoride, O1CCCC1 (tetrahydrofuran), C(O)([O-])=O.[Na+] (sodium hydrogen carbonate), C(C)(=O)SCCN(C(=O)NCC(CN1CCN(CC1)C)O[Si](C)(C)C(C)(C)C)CCC1CCCCC1 (1-[2-(Acetylthio) ethyl]-3-[(2RS)-2-(t-butyldimethyl siloxy)-3-(4-methyl-1-piperazinyl)propyl]-1-(2-cyclohexylethyl) urea), C(C)(=O)SCCN(C(=O)NCC(CN1CCN(CC1)C)O[Si](C)(C)C(C)(C)C)CCC1CCCCC1 (1-[2-(Acetylthio) ethyl]-3-[(2RS)-2-(t-butyldimethyl siloxy)-3-(4-methyl-1-piperazinyl)propyl]-1-(2-cyclohexylethyl) urea), O1CCCC1 (tetrahydrofuran). Yields the product C(C)(=O)SCCN(C(=O)NCC(CN1CCC(CC1)C)O)CCC1CCCCC1 (1-[2-(Acetylthio) ethyl]-1-(2-cyclohexylethyl)-3-[(2RS)-2-hydroxy-3-(4-methyl-1-piperadinyl) propyl] urea). Reaction SMILES: [C:1]([S:4][CH2:5][CH2:6][N:7]([CH2:29][CH2:30][CH:31]1[CH2:36][CH2:35][CH2:34][CH2:33][CH2:32]1)[C:8]([NH:10][CH2:11][CH:12]([O:21][Si](C(C)(C)C)(C)C)[CH2:13][N:14]1[CH2:19][CH2:18]N(C)[CH2:16][CH2:15]1)=[O:9])(=[O:3])[CH3:2].C(=O)([O-])O.[Na+].O1CC[CH2:44][CH2:43]1>>[C:1]([S:4][CH2:5][CH2:6][N:7]([CH2:29][CH2:30][CH:31]1[CH2:32][CH2:33][CH2:34][CH2:35][CH2:36]1)[C:8]([NH:10][CH2:11][CH:12]([OH:21])[CH2:13][N:14]1[CH2:15][CH2:16][CH:43]([CH3:44])[CH2:18][CH2:19]1)=[O:9])(=[O:3])[CH3:2] |f:1.2|. Procedure details: 1-[2-(Acetylthio) ethyl]-3-[(2RS)-2-(t-butyldimethyl siloxy)-3-(4-methyl-1-piperazinyl)propyl]-1-(2-cyclohexylethyl) urea (Compound 3-19, 748 mg) was dissolved in anhydrous tetrahydrofuran (1.4 ml) in the nitrogen gas atmosphere, followed by the addition of a 1M solution of fluorinated tetra-n-butyl ammonium fluoride in tetrahydrofuran (1.45 ml) to the resulting solution with stirring at room temperature and stirring the mixture over 2.5 days. Saturated aqueous solution of sodium hydrogen carbon... Starting materials: C(C)(C)(C)C1=CC=C(C=C1)Br (4-tert-butylbromobenzene), CC(C)([O-])C.[Na+] (sodium tert-butoxide), CNC1=CC=CC=C1 (N-methylaniline), Ph5FcP(t-Bu)2. The reagents and catalysts are C=1C=CC(=CC1)/C=C/C(=O)/C=C/C2=CC=CC=C2.C=1C=CC(=CC1)/C=C/C(=O)/C=C/C2=CC=CC=C2.[Pd] (Pd(dba)2). Solvent: C1(=CC=CC=C1)C (toluene). The product is C(C)(C)(C)C1=CC=C(C=C1)N(C1=CC=CC=C1)C (N-(4-tert-butylphenyl)-N-methylaniline). Isolated yield 97.8%. Reaction SMILES: [C:1]([C:5]1[CH:10]=[CH:9][C:8](Br)=[CH:7][CH:6]=1)([CH3:4])([CH3:3])[CH3:2].[CH3:12][NH:13][C:14]1[CH:19]=[CH:18][CH:17]=[CH:16][CH:15]=1.CC(C)([O-])C.[Na+]>C1(C)C=CC=CC=1.C1C=CC(/C=C/C(/C=C/C2C=CC=CC=2)=O)=CC=1.C1C=CC(/C=C/C(/C=C/C2C=CC=CC=2)=O)=CC=1.[Pd]>[C:1]([C:5]1[CH:10]=[CH:9][C:8]([N:13]([CH3:12])[C:14]2[CH:19]=[CH:18][CH:17]=[CH:16][CH:15]=2)=[CH:7][CH:6]=1)([CH3:4])([CH3:3])[CH3:2] |f:2.3,5.6.7|. Procedure details: According to general procedure B, 4-tert-butylbromobenzene (117 mg, 0.55 mmol) reacted with N-methylaniline (54 mg, 0.50 mmol) using 1 mol % of Pd(dba)2, 2 mol % of Ph5FcP(t-Bu)2, and sodium tert-butoxide (58 mg, 0.60 mmol) in toluene at 100° C. for 2 h to give the title compound (117 mg, 98%): 1H-NMR (300 MHz, CDCl3): δ 7.36 (t, 2H, J=8.1 Hz), 7.29 (t, 2H, J=7.5 and 7.8 Hz), 7.04 (dd, 4H, J=8.1 Hz), 6.94 (t, 1H, J=7.2 Hz and 7.5 Hz), 3.34 (s, 3H), 1.38 (s, 9H). 13C{1H}-NMR (100 MHz, CDCl3): δ 1...